From a dataset of the Open Reaction Database (ORD), a public repository of structured organic reaction records. describe an organic reaction: reactants, conditions, products, and yield Reactants: C([O-])([O-])=O.[Na+].[Na+] (sodium carbonate), resultant suspension, BrC1=CC=C(C=C1)N1C(=NC2=C1C=CC=C2)C (1-(4-bromophenyl)-2-methyl-1H-benzimidazole), C1=C(C=CC2=CC=CC=C12)C1=C2C=CC=CC2=C(C2=CC=CC=C12)B(O)O (10-naphthalene-2-yl-anthracene-9-boronic acid), COCCOC (1,2-dimethoxyethane). The reagents and catalysts are [Pd].C1(=CC=CC=C1)P(C1=CC=CC=C1)C1=CC=CC=C1.C1(=CC=CC=C1)P(C1=CC=CC=C1)C1=CC=CC=C1.C1(=CC=CC=C1)P(C1=CC=CC=C1)C1=CC=CC=C1.C1(=CC=CC=C1)P(C1=CC=CC=C1)C1=CC=CC=C1 (tetrakis (triphenylphosphine) palladium). The solvent is ClCCl (dichloromethane). Yields the product C1=C(C=CC2=CC=CC=C12)C1=C2C=CC=CC2=C(C2=CC=CC=C12)C1=CC=C(C=C1)N1C(=NC2=C1C=CC=C2)C (1-[4-(10-naphthalene-2-yl-anthracene-9-yl)-phenyl]-2-methyl-1H-benzimidazole). Isolated yield 51.6%. Reaction SMILES: Br[C:2]1[CH:7]=[CH:6][C:5]([N:8]2[C:12]3[CH:13]=[CH:14][CH:15]=[CH:16][C:11]=3[N:10]=[C:9]2[CH3:17])=[CH:4][CH:3]=1.[CH:18]1[C:27]2[C:22](=[CH:23][CH:24]=[CH:25][CH:26]=2)[CH:21]=[CH:20][C:19]=1[C:28]1[C:41]2[C:36](=[CH:37][CH:38]=[CH:39][CH:40]=2)[C:35](B(O)O)=[C:34]2[C:29]=1[CH:30]=[CH:31][CH:32]=[CH:33]2.COCCOC.C(=O)([O-])[O-].[Na+].[Na+]>[Pd].C1(P(C2C=CC=CC=2)C2C=CC=CC=2)C=CC=CC=1.C1(P(C2C=CC=CC=2)C2C=CC=CC=2)C=CC=CC=1.C1(P(C2C=CC=CC=2)C2C=CC=CC=2)C=CC=CC=1.C1(P(C2C=CC=CC=2)C2C=CC=CC=2)C=CC=CC=1.ClCCl>[CH:18]1[C:27]2[C:22](=[CH:23][CH:24]=[CH:25][CH:26]=2)[CH:21]=[CH:20][C:19]=1[C:28]1[C:29]2[C:34](=[CH:33][CH:32]=[CH:31][CH:30]=2)[C:35]([C:2]2[CH:7]=[CH:6][C:5]([N:8]3[C:12]4[CH:13]=[CH:14][CH:15]=[CH:16][C:11]=4[N:10]=[C:9]3[CH3:17])=[CH:4][CH:3]=2)=[C:36]2[C:41]=1[CH:40]=[CH:39][CH:38]=[CH:37]2 |f:3.4.5,6.7.8.9.10|. Procedure details: Dissolving 3.3 g (11 mmol) of 1-(4-bromophenyl)-2-methyl-1H-benzimidazole, 4.0 g (11 mmol) of 10-naphthalene-2-yl-anthracene-9-boronic acid and 0.27 g of tetrakis (triphenylphosphine) palladium into 40 milliliter of 1,2-dimethoxyethane, adding 20 milliliter of 2.0M sodium carbonate aqueous solution, the resultant suspension was refluxed with heating for 7 hours. After completion of the reaction, the precipitated solids were dissolved into the dichloromethane, washed with water and dried with sod... Starting materials: O=c1[nH]cc(Br)c(=O)[nH]1, CC(=O)OC1OC(COC(=O)c2ccccc2)C(OC(=O)c2ccccc2)C1OC(=O)c1ccccc1, C[Si](C)(C)Cl, CC#N. The product is O=C(OCC1OC(n2cc(Br)c(=O)[nH]c2=O)C(OC(=O)c2ccccc2)C1OC(=O)c1ccccc1)c1ccccc1. Reaction SMILES: [Br:38][c:39]1[c:40](=[O:46])[nH:41][c:42](=[O:45])[nH:43][cH:44]1.[C:1]([O:2][CH:5]1[CH:6]([O:7][C:8]([c:9]2[cH:10][cH:11][cH:12][cH:13][cH:14]2)=[O:15])[CH:16]([O:17][C:18]([c:19]2[cH:20][cH:21][cH:22][cH:23][cH:24]2)=[O:25])[CH:26]([CH2:28][O:29][C:30]([c:31]2[cH:32][cH:33][cH:34][cH:35][cH:36]2)=[O:37])[O:27]1)(=[O:3])[CH3:4].[CH3:47][Si:48]([Cl:49])([CH3:50])[CH3:51].[CH3:52][C:53]#[N:54]>>[CH:5]1([n:43]2[c:42](=[O:45])[nH:41][c:40](=[O:46])[c:39]([Br:38])[cH:44]2)[CH:6]([O:7][C:8]([c:9]2[cH:10][cH:11][cH:12][cH:13][cH:14]2)=[O:15])[CH:16]([O:17][C:18]([c:19]2[cH:20][cH:21][cH:22][cH:23][cH:24]2)=[O:25])[CH:26]([CH2:28][O:29][C:30]([c:31]2[cH:32][cH:33][cH:34][cH:35][cH:36]2)=[O:37])[O:27]1. Reactants: O.Cl.COC1=CC=CC=2C=C(OC21)CNCCNC(=O)C21CC3CC(CC(C2)C3)C1.COC1=CC=CC=3C=C(OC31)CNCCNC(=O)C31CC2CC(CC(C3)C2)C1.Cl (N-[2-[[(7-Methoxy-2-benzofuranyl)methyl]amino]ethyl]tricyclo[3.3.1.13,7 ]decane-1-carboxamide hydrochloride hemihydrate), C=O (formaldehyde). The reagents and catalysts are [Pd] (palladium on carbon). The solvent is C(C)O (ethanol). Conditions: time 24 hour. The product is COC1=CC=CC=2C=C(OC21)CN(CCNC(=O)C21CC3CC(CC(C2)C3)C1)C (N-[2-[[(7-Methoxy-2-benzofuranyl)methyl]methylamino]ethyl]tricyclo[3.3.1.13,7 ]decane-1-carboxamide). The yield is 58.8%. As a reaction SMILES: O.Cl.[CH3:3][O:4][C:5]1[C:13]2[O:12][C:11]([CH2:14][NH:15][CH2:16][CH2:17][NH:18][C:19]([C:21]34[CH2:30][CH:25]5[CH2:26][CH:27]([CH2:29][CH:23]([CH2:24]5)[CH2:22]3)[CH2:28]4)=[O:20])=[CH:10][C:9]=2[CH:8]=[CH:7][CH:6]=1.[CH3:31]OC1C2OC(CNCCNC(C34CC5CC(CC(C5)C3)C4)=O)=CC=2C=CC=1.Cl.C=O>C(O)C.[Pd]>[CH3:3][O:4][C:5]1[C:13]2[O:12][C:11]([CH2:14][N:15]([CH3:31])[CH2:16][CH2:17][NH:18][C:19]([C:21]34[CH2:22][CH:23]5[CH2:29][CH:27]([CH2:26][CH:25]([CH2:24]5)[CH2:30]3)[CH2:28]4)=[O:20])=[CH:10][C:9]=2[CH:8]=[CH:7][CH:6]=1 |f:0.1.2.3.4|. Procedure: N-[2-[[(7-Methoxy-2-benzofuranyl)methyl]amino]ethyl]tricyclo[3.3.1.13,7 ]decane-1-carboxamide hydrochloride hemihydrate (1.0 g, 2.4 mmole), prepared as in Example 2, was dissolved in 100 ml of ethanol and 5 ml of 38% aqueous formaldehyde and 500 mg of 10% palladium on carbon were added. The mixture was hydrogenated at 50 psi on a Parr apparatus for 24 hours. The mixture was then filtered through celite and 300 ml of ether added. It was washed with 100 ml portions of saturated aqueous sodium bica... The reactants are ClC1=CC=C(C=C1)C=1N(C=C(N1)CO)C1=CC=C(C=C1)S(=O)(=O)C (2-(4-chlorophenyl)-1-[4-(methylsulfonyl)phenyl]-1H-imidazole-4-methanol), C(C)N(CC)S(F)(F)F (diethylamino sulfur trifluoride), O (water). Run in ClCCl (dichloromethane), ClCCl (dichloromethane). Run at time 2 hour. The product is ClC1=CC=C(C=C1)C=1N(C=C(N1)CF)C1=CC=C(C=C1)S(=O)(=O)C (2-(4-Chlorophenyl)-4-fluoromethyl-1-[4-(methylsulfonyl)phenyl]-1H-imidazole), solid. RXN SMILES: [Cl:1][C:2]1[CH:7]=[CH:6][C:5]([C:8]2[N:9]([C:15]3[CH:20]=[CH:19][C:18]([S:21]([CH3:24])(=[O:23])=[O:22])=[CH:17][CH:16]=3)[CH:10]=[C:11]([CH2:13]O)[N:12]=2)=[CH:4][CH:3]=1.C(N(S(F)(F)[F:31])CC)C.O>ClCCl>[Cl:1][C:2]1[CH:7]=[CH:6][C:5]([C:8]2[N:9]([C:15]3[CH:20]=[CH:19][C:18]([S:21]([CH3:24])(=[O:23])=[O:22])=[CH:17][CH:16]=3)[CH:10]=[C:11]([CH2:13][F:31])[N:12]=2)=[CH:4][CH:3]=1. Procedure details: To a suspension of 2-(4-chlorophenyl)-1-[4-(methylsulfonyl)phenyl]-1H-imidazole-4-methanol (Example 158) (250 mg, 0.689 mmole) in 5 ml of dichloromethane was added dropwise a solution of diethylamino sulfur trifluoride (DAST) (166 mg, 1.03 mmole) in 1 ml of dichloromethane. As the addition proceeded, the mixture became homogeneous. After stirring for two hours, water was added, the layers separated and the aqueous layer was extracted with dichloromethane. The combined organic extracts were dried... Yields the product IC1=CN(C2=CC=C(C=C12)C1=NSC(=N1)NC(OC(C)(C)C)=O)S(=O)(=O)C1=CC=C(C)C=C1 (tert-butyl (3-(3-iodo-1-tosyl-1H-indol-5-yl)-1,2,4-thiadiazol-5-yl)carbamate). The reactants are IC1=CNC2=CC=C(C=C12)C1=NSC(=N1)NC(OC(C)(C)C)=O (tert-butyl (3-(3-iodo-1H-indol-5-yl)-1,2,4-thiadiazol-5-yl)carbamate), [H-].[Na+] (NaH), CC1=CC=C(C=C1)S(=O)(=O)Cl (4-methylbenzene sulfonyl chloride), ice. Reaction SMILES: [I:1][C:2]1[C:10]2[C:5](=[CH:6][CH:7]=[C:8]([C:11]3[N:15]=[C:14]([NH:16][C:17](=[O:23])[O:18][C:19]([CH3:22])([CH3:21])[CH3:20])[S:13][N:12]=3)[CH:9]=2)[NH:4][CH:3]=1.[H-].[Na+].[CH3:26][C:27]1[CH:32]=[CH:31][C:30]([S:33](Cl)(=[O:35])=[O:34])=[CH:29][CH:28]=1>CN(C=O)C>[I:1][C:2]1[C:10]2[C:5](=[CH:6][CH:7]=[C:8]([C:11]3[N:15]=[C:14]([NH:16][C:17](=[O:23])[O:18][C:19]([CH3:20])([CH3:22])[CH3:21])[S:13][N:12]=3)[CH:9]=2)[N:4]([S:33]([C:30]2[CH:31]=[CH:32][C:27]([CH3:26])=[CH:28][CH:29]=2)(=[O:35])=[O:34])[CH:3]=1 |f:1.2|. Procedure: To a solution of tert-butyl (3-(3-iodo-1H-indol-5-yl)-1,2,4-thiadiazol-5-yl)carbamate (80 mg, 0.18 mmol) in DMF (2.5 mL) at 0° C. was added 60% NaH (80 mg, 0.199 mmol) at 0° C. and the reaction was stirred at RT. After 5 min, the mixture was again cooled to 0° C. and 4-methylbenzene sulfonyl chloride (38 mg, 0.199 mmol) in DMF (2.5 mL) was added dropwise. The reaction was stirred at RT for 1 h, then treated with ice cold water (5 mL) and extracted with EtOAc (10 mL). The aqueous layer was back e... Reaction conditions: time 5 minute. The yield is 46.6%. The solvent is CN(C)C=O (DMF), CN(C)C=O (DMF). Starting materials: Cc1ccccc1OCC(=O)Cl, CCOC(C)=O, CCN(C(C)C)C(C)C, Nc1ccc(-c2nc3cc(Cl)ccc3s2)nc1, O=C(Cl)C(=O)Cl, ClCCl, CN(C)C=O. Product: Cc1ccccc1OCC(=O)Nc1ccc(-c2nc3cc(Cl)ccc3s2)nc1. As a reaction SMILES: [CH3:18][c:19]1[c:20]([O:21][CH2:22][C:23](=[O:24])[Cl:25])[cH:26][cH:27][cH:28][cH:29]1.[CH3:48][CH2:49][O:50][C:51]([CH3:52])=[O:53].[CH:36]([N:37]([CH2:38][CH3:39])[CH:40]([CH3:41])[CH3:42])([CH3:43])[CH3:44].[Cl:1][c:2]1[cH:3][cH:4][c:5]2[c:6]([n:7][c:8](-[c:10]3[cH:11][cH:12][c:13]([NH2:16])[cH:14][n:15]3)[s:9]2)[cH:17]1.[Cl:30][C:31]([C:32]([Cl:33])=[O:34])=[O:35].[Cl:45][CH2:46][Cl:47].[O:54]=[CH:55][N:56]([CH3:57])[CH3:58]>>[Cl:1][c:2]1[cH:3][cH:4][c:5]2[c:6]([n:7][c:8](-[c:10]3[cH:11][cH:12][c:13]([NH:16][C:23]([CH2:22][O:21][c:20]4[c:19]([CH3:18])[cH:29][cH:28][cH:27][cH:26]4)=[O:24])[cH:14][n:15]3)[s:9]2)[cH:17]1. Starting materials: N1=CC=C(C=C1)S (4-pyridinethiol), [H-].[Na+] (sodium hydride), C1(=CC=CC=C1)O (phenol), F[B-](F)(F)F.NC1=CC(=C(C(=O)N[C@@H]2[C@@H](CN(CC2)CCC[N+]2=C(C=C(C=C2C2=CC=CC=C2)C2=CC=CC=C2)C2=CC=CC=C2)OC)C=C1Cl)OC (cis-1-[3-[4-[(4-amino-5-chloro-2-methoxybenzoyl)amino]-3-methoxy-1-piperidinyl]propyl]-2,4,6-triphenylpyridinium tetrafluoroborate), C1(=CC=CC=C1)O (phenol). Reaction conditions: time 4 hour. Product: O.NC1=CC(=C(C(=O)N[C@@H]2[C@@H](CN(CC2)CCCSC2=CC=NC=C2)OC)C=C1Cl)OC (cis-4-amino-5-chloro-2-methoxy-N-[3-methoxy-1-[3-(4-pyridinylthio)propyl]-4-piperidinyl]benzamide monohydrate). Yield: 19.0%. Reaction SMILES: [N:1]1[CH:6]=[CH:5][C:4]([SH:7])=[CH:3][CH:2]=1.[H-].[Na+].C1([OH:16])C=CC=CC=1.F[B-](F)(F)F.[NH2:22][C:23]1[C:66]([Cl:67])=[CH:65][C:26]([C:27]([NH:29][C@H:30]2[CH2:35][CH2:34][N:33]([CH2:36][CH2:37][CH2:38][N+]3C(C4C=CC=CC=4)=CC(C4C=CC=CC=4)=CC=3C3C=CC=CC=3)[CH2:32][C@H:31]2[O:63][CH3:64])=[O:28])=[C:25]([O:68][CH3:69])[CH:24]=1>>[OH2:16].[NH2:22][C:23]1[C:66]([Cl:67])=[CH:65][C:26]([C:27]([NH:29][C@H:30]2[CH2:35][CH2:34][N:33]([CH2:36][CH2:37][CH2:38][S:7][C:4]3[CH:5]=[CH:6][N:1]=[CH:2][CH:3]=3)[CH2:32][C@H:31]2[O:63][CH3:64])=[O:28])=[C:25]([O:68][CH3:69])[CH:24]=1 |f:1.2,4.5,6.7|. Procedure details: A mixture of 2.8 parts of 4-pyridinethiol, 1.2 parts of a sodium hydride dispersion 50% and 45 parts of phenol was stirred for 4 hours at room temperature. Then there were added 7.5 parts of cis-1-[3-[4-[(4-amino-5-chloro-2-methoxybenzoyl)amino]-3-methoxy-1-piperidinyl]propyl]-2,4,6-triphenylpyridinium tetrafluoroborate and 30 parts of phenol. Stirring was continued for 4 hours at reflux. The reaction mixture was extracted five times with 100 parts of a hydrochloric acid solution 1N. The combine... Starting materials: CCOCC, CCOC(=O)C(=CC=Cc1ccc(CC)cc1)N=[N+]=[N-], c1ccc(P(c2ccccc2)c2ccccc2)cc1. Yields the product CCOC(=O)C(=CC=Cc1ccc(CC)cc1)N=P(c1ccccc1)(c1ccccc1)c1ccccc1. Reaction SMILES: [CH3:40][CH2:41][O:42][CH2:43][CH3:44].[N:20](=[N+:21]=[N-:22])[C:23]([C:24](=[O:25])[O:26][CH2:27][CH3:28])=[CH:29][CH:30]=[CH:31][c:32]1[cH:33][cH:34][c:35]([CH2:38][CH3:39])[cH:36][cH:37]1.[c:1]1([P:7]([c:8]2[cH:9][cH:10][cH:11][cH:12][cH:13]2)[c:14]2[cH:15][cH:16][cH:17][cH:18][cH:19]2)[cH:2][cH:3][cH:4][cH:5][cH:6]1>>[c:1]1([P:7]([c:8]2[cH:9][cH:10][cH:11][cH:12][cH:13]2)([c:14]2[cH:15][cH:16][cH:17][cH:18][cH:19]2)=[N:20][C:23]([C:24](=[O:25])[O:26][CH2:27][CH3:28])=[CH:29][CH:30]=[CH:31][c:32]2[cH:33][cH:34][c:35]([CH2:38][CH3:39])[cH:36][cH:37]2)[cH:2][cH:3][cH:4][cH:5][cH:6]1. Reactants: C(C)C1=C(N)C(=CC=C1)CC (2,6-diethylaniline), [N+](=O)(O)[O-] (nitric acid). Run in S(O)(O)(=O)=O (sulfuric acid). Conditions: time 3 hour. Product: C(C)C1=C(N)C(=CC(=C1)[N+](=O)[O-])CC (2,6-Diethyl-4-nitroaniline). As a reaction SMILES: [CH2:1]([C:3]1[CH:9]=[CH:8][CH:7]=[C:6]([CH2:10][CH3:11])[C:4]=1[NH2:5])[CH3:2].[N+:12]([O-])([OH:14])=[O:13]>S(=O)(=O)(O)O>[CH2:1]([C:3]1[CH:9]=[C:8]([N+:12]([O-:14])=[O:13])[CH:7]=[C:6]([CH2:10][CH3:11])[C:4]=1[NH2:5])[CH3:2]. Procedure details: To a stirred solution of 2,6-diethylaniline (5.0 g, 34 mmol) in concentrated sulfuric acid (30 mL) at 0° C. was added dropwise concentrated nitric acid (15.9M, 2.10 mL, 34 mmol). The cooling bath was removed, and the reaction was stirred for 3 hours at ambient temperature. After pouring the reaction mixture into ice, the solution was neutralized using 4N sodium hydroxide and extracted with methylene chloride (3×50 mL). The extracts were dried with sodium sulfate, and solvents were removed in vac...